This data is from the Open Reaction Database (ORD), a public repository of structured organic reaction records. The task is: describe an organic reaction: reactants, conditions, products, and yield The product is COc1cc(C(=O)N2CS(=O)(=O)c3ccccc32)cc(Cl)c1O. Reaction SMILES: [C+4:36].[CH2:1]([c:2]1[cH:3][cH:4][cH:5][cH:6][cH:7]1)[O:8][c:9]1[c:10]([Cl:30])[cH:11][c:12]([C:13](=[O:14])[N:15]2[CH2:16][S:17](=[O:24])(=[O:25])[c:18]3[c:19]2[cH:20][cH:21][cH:22][cH:23]3)[cH:26][c:27]1[O:28][CH3:29].[O:31]1[CH2:32][CH2:33][CH2:34][CH2:35]1.[OH-:37].[OH-:39].[OH-:40].[OH-:41].[OH-:42].[OH-:43].[Pd+2:38]>>[OH:8][c:9]1[c:10]([Cl:30])[cH:11][c:12]([C:13](=[O:14])[N:15]2[CH2:16][S:17](=[O:24])(=[O:25])[c:18]3[c:19]2[cH:20][cH:21][cH:22][cH:23]3)[cH:26][c:27]1[O:28][CH3:29]. Reactants: [C+4], COc1cc(C(=O)N2CS(=O)(=O)c3ccccc32)cc(Cl)c1OCc1ccccc1, C1CCOC1, [OH-], [OH-], [OH-], [OH-], [OH-], [OH-], [Pd+2]. The product is C(F)(F)(F)COS(=O)(=O)C (CF3CH2OSO2CH3). Starting materials: Cl.N1=CC=CC=C1 (pyridine hydrochloride), C(F)(F)(F)CO (CF3CH2OH), N1=CC=CC=C1 (pyridine), CS(=O)(=O)Cl (methanesulfonyl chloride). Reaction SMILES: [C:1]([CH2:5][OH:6])([F:4])([F:3])[F:2].N1C=CC=CC=1.[CH3:13][S:14](Cl)(=[O:16])=[O:15].Cl.N1C=CC=CC=1>>[C:1]([CH2:5][O:6][S:14]([CH3:13])(=[O:16])=[O:15])([F:4])([F:3])[F:2] |f:3.4|. Reported procedure: A 10-L four-neck flask was equipped with a refluxing pipe and a dropping funnel to serve as a reactor. To the flask were added CF3CH2OH (337.1 g; 3.37 mol) and pyridine (306.31 g; 3.88 mol) in an ice bath, and the mixture was stirred. Using the dropping funnel, methanesulfonyl chloride (364.15 g; 3.20 mol) was dropped, with care for heat generation. The reaction solution changed its color gradually to milky white as pyridine hydrochloride was produced. After the end of the reaction, the reaction...